From a dataset of the Open Reaction Database (ORD), a public repository of structured organic reaction records. describe an organic reaction: reactants, conditions, products, and yield The reactants are COC(C)(C)C1=NN=C(S1)NC(N(C)CC(OC)OC)=O (3-[5-[1-methoxy-1-methylethyl]-1,3,4-thiadiazol-2-yl]-1-methyl-(2,2-dimethoxyethyl)urea), Cl (hydrochloric acid). Solvent: O (water). Yields the product COC(C)(C)C1=NN=C(S1)N1C(N(CC1O)C)=O (3-[5-(1-methoxy-1-methylethyl)-1,3,4-thiadiazol-2-yl]-1-methyl-4-hydroxy-2-imidazolidinone). The yield is 71.6%. RXN SMILES: [CH3:1][O:2][C:3]([C:6]1[S:10][C:9]([NH:11][C:12](=[O:21])[N:13]([CH2:15][CH:16](OC)[O:17]C)[CH3:14])=[N:8][N:7]=1)([CH3:5])[CH3:4].Cl>O>[CH3:1][O:2][C:3]([C:6]1[S:10][C:9]([N:11]2[CH:16]([OH:17])[CH2:15][N:13]([CH3:14])[C:12]2=[O:21])=[N:8][N:7]=1)([CH3:5])[CH3:4]. Procedure details: To the 4.9 grams of the 3-[5-[1-methoxy-1-methylethyl]-1,3,4-thiadiazol-2-yl]-1-methyl-(2,2-dimethoxyethyl)urea (prepared above) was added 150 milliliters of water and 1.5 milliliters of concentrated hydrochloric acid (HCl). The resulting solution was refluxed for 5 minutes, and the aqueous phase was extracted twice with 50 milliliters of chloroform (CHCl3). The 100 milliliter chloroform extract was dried over anhydrous MgSO4, filtered and topped on a roto-vac at 70° C. to yield 3.0 grams of a y... Starting materials: ClCCl (dichloromethane), CO (methanol), C(C)OC([C@H](CC1=CC=C(C=C1)OCCC1=C(C=CC=C1)NC(=O)OC(C)(C)C)OCC)=O (3-{4-[-(tert-Butoxycarbonylaminophenyl)ethoxy]phenyl}-(S)-2-ethoxypropanoic acid ethyl ester), O.[OH-].[Li+] (lithium hydroxide hydrate). The solvent is O (water), TBF, O (water). Run at time 8 hour. Yields the product C(C)(C)(C)OC(=O)C1=CC=C(NC2=C(C=CC=C2)CCOC2=CC=C(C=C2)C[C@@H](C(=O)O)OCC)C=C1 (3-{4-[2-(4-tert-butoxycarbonylamiinophenyl)ethoxy]phenyl}-(S)-2-ethoxypropanoic acid). The yield is 140426.7%. Reaction SMILES: C([O:3][C:4](=[O:33])[C@@H:5]([O:30][CH2:31][CH3:32])[CH2:6][C:7]1[CH:12]=[CH:11][C:10]([O:13][CH2:14][CH2:15][C:16]2[CH:21]=[CH:20][CH:19]=[CH:18][C:17]=2[NH:22][C:23](OC(C)(C)C)=O)=[CH:9][CH:8]=1)C.[OH2:34].[OH-:35].[Li+].ClCCl.CO>O>[C:16]([O:34][C:12]([C:7]1[CH:8]=[CH:9][C:23]([NH:22][C:17]2[CH:18]=[CH:19][CH:20]=[CH:21][C:16]=2[CH2:15][CH2:14][O:13][C:10]2[CH:9]=[CH:8][C:7]([CH2:6][C@H:5]([O:30][CH2:31][CH3:32])[C:4]([OH:3])=[O:33])=[CH:12][CH:11]=2)=[CH:5][CH:6]=1)=[O:35])([CH3:21])([CH3:17])[CH3:15] |f:1.2.3|. Procedure details: 3-{4-[-(tert-Butoxycarbonylaminophenyl)ethoxy]phenyl}-(S)-2-ethoxypropanoic acid ethyl ester (27 g; 0.06 mmole) was dissolved in TBF (250 ml), and water (250 ml) was added during followed by addition of lithium hydroxide hydrate (3.75 g; 0.089 mmole) dissolved in a small amount of water. The reaction mixture was stirred at room temperature overnight and then concentrated by evaporation The residue was washed once with ethyl acetate. The water phase was acidified upon cooling with hydrochloric ac... The reactants are O, Cc1ccc(S(=O)(=O)O)cc1, OC1CCc2c(-c3ccccc3)cccc21, c1ccccc1. Yields the product C1=Cc2cccc(-c3ccccc3)c2C1. Reaction SMILES: [OH2:28].[c:17]1([CH3:18])[cH:19][cH:20][c:21]([S:22]([OH:23])(=[O:24])=[O:25])[cH:26][cH:27]1.[c:1]1(-[c:7]2[c:8]3[c:12]([cH:13][cH:14][cH:15]2)[CH:11]([OH:16])[CH2:10][CH2:9]3)[cH:2][cH:3][cH:4][cH:5][cH:6]1.[cH:29]1[cH:30][cH:31][cH:32][cH:33][cH:34]1>>[c:1]1(-[c:7]2[c:8]3[c:12]([cH:13][cH:14][cH:15]2)[CH:11]=[CH:10][CH2:9]3)[cH:2][cH:3][cH:4][cH:5][cH:6]1. The reactants are C1CCNCC1, CCOC(C)=O, CS(C)=O, N#Cc1ccc(C(F)(F)F)c(F)c1. Yields the product N#Cc1ccc(C(F)(F)F)c(N2CCCCC2)c1. Reaction SMILES: [CH2:14]1[CH2:15][CH2:16][NH:17][CH2:18][CH2:19]1.[CH2:20]([O:21][C:22](=[O:23])[CH3:24])[CH3:25].[CH3:26][S:27]([CH3:28])=[O:29].[F:1][c:2]1[cH:3][c:4]([C:5]#[N:6])[cH:7][cH:8][c:9]1[C:10]([F:11])([F:12])[F:13]>>[c:2]1([N:17]2[CH2:16][CH2:15][CH2:14][CH2:19][CH2:18]2)[cH:3][c:4]([C:5]#[N:6])[cH:7][cH:8][c:9]1[C:10]([F:11])([F:12])[F:13]. The reactants are ClC1=C(C(=O)OC)C=CC=N1 (methyl 2-chloronicotinate), C([O-])([O-])=O.[K+].[K+] (potassium carbonate), C(C1=CC=CC=C1)N1CCNCC1 (N-benzylpiperazine), product. Solvent: CN(C)C=O (DMF). Product: C(C1=CC=CC=C1)N1CCN(CC1)C1=C(C(=O)OC)C=CC=N1 (Methyl 2-(4-Benzylpiperazin-1-yl)nicotinate). RXN SMILES: Cl[C:2]1[N:11]=[CH:10][CH:9]=[CH:8][C:3]=1[C:4]([O:6][CH3:7])=[O:5].C(=O)([O-])[O-].[K+].[K+].[CH2:18]([N:25]1[CH2:30][CH2:29][NH:28][CH2:27][CH2:26]1)[C:19]1[CH:24]=[CH:23][CH:22]=[CH:21][CH:20]=1>CN(C=O)C>[CH2:18]([N:25]1[CH2:30][CH2:29][N:28]([C:2]2[N:11]=[CH:10][CH:9]=[CH:8][C:3]=2[C:4]([O:6][CH3:7])=[O:5])[CH2:27][CH2:26]1)[C:19]1[CH:20]=[CH:21][CH:22]=[CH:23][CH:24]=1 |f:1.2.3|. Procedure: 3.4 g of methyl 2-chloronicotinate, 5.5 g of potassium carbonate and 3.5 g of N-benzylpiperazine were reacted in 75 ml of DMF analogously to Example 1a, 6.2 g (100%) of the product being obtained. Reactants: Cc1cc(NC2CCN(C(=O)OC(C)(C)C)C2)ccn1, ClCCl. The product is Cc1cc(NC2CCNC2)ccn1. As a reaction SMILES: [C:1]([O:2][C:3](=[O:4])[N:8]1[CH2:9][CH:10]([NH:13][c:14]2[cH:15][c:16]([CH3:20])[n:17][cH:18][cH:19]2)[CH2:11][CH2:12]1)([CH3:5])([CH3:6])[CH3:7].[Cl:21][CH2:22][Cl:23]>>[NH:8]1[CH2:9][CH:10]([NH:13][c:14]2[cH:15][c:16]([CH3:20])[n:17][cH:18][cH:19]2)[CH2:11][CH2:12]1. Reactants: C(C1=CC=CC=C1)(C1=CC=CC=C1)S(=O)CC(=O)[O-] ((−)-benzhydrylsulphinylacetate), N (ammonia). The product is C(C1=CC=CC=C1)(C1=CC=CC=C1)S(=O)CC(=O)N ((−)benzhydrylsulphinylacetamide). Reaction SMILES: [CH:1]([S:14]([CH2:16][C:17]([O-:19])=O)=[O:15])([C:8]1[CH:13]=[CH:12][CH:11]=[CH:10][CH:9]=1)[C:2]1[CH:7]=[CH:6][CH:5]=[CH:4][CH:3]=1.[NH3:20]>>[CH:1]([S:14]([CH2:16][C:17]([NH2:20])=[O:19])=[O:15])([C:8]1[CH:13]=[CH:12][CH:11]=[CH:10][CH:9]=1)[C:2]1[CH:7]=[CH:6][CH:5]=[CH:4][CH:3]=1. Procedure: Lafon also disclosed the use of an intermediate, a racemic mixture of benzhydrylsulphinylacetic acid to prepare an isomer of modafinil in U.S. Pat. No. 4,927,855, referring to French patent 2,326,181B. The racemic mixture of the acid was reacted with the (−)-α-methylbenzylamine to provide the (−)-benzhydrylsulphinylacetate of (−)-methylbenzylamine which is acidified with concentrated hydrochloric acid to provide (−)benzyhydrylsulphinylacetic acid. The levo-acid thus produced was then reacted wit... Starting materials: NC(=O)NC=1NC(=CC1C(=O)N)C1=CC(=CC=C1)Br (2-Aminocarbonylamino-5-(3-bromophenyl)pyrrole-3-carboxamide), C(O)([O-])=O.[Na+] (sodium hydrogencarbonate), C(C)(C)[Si](C(C)C)(C(C)C)C#C ((triisopropylsilyl)acetylene). The reagents and catalysts are C=1C=CC(=CC1)[P](C=2C=CC=CC2)(C=3C=CC=CC3)[Pd]([P](C=4C=CC=CC4)(C=5C=CC=CC5)C=6C=CC=CC6)([P](C=7C=CC=CC7)(C=8C=CC=CC8)C=9C=CC=CC9)[P](C=1C=CC=CC1)(C=1C=CC=CC1)C=1C=CC=CC1 (tetrakis(triphenylphosphine)palladium(0)), [Cu]I (copper (I) iodide). Run in O (water), solvent, [Cl-].[Na+].O (brine), O (water), O1CCOCC1 (1,4-dioxane). Reaction conditions: temperature 95 celsius, time 4.5 hour. The product is NC(=O)NC=1NC(=CC1C(=O)N)C1=CC(=CC=C1)C#C[Si](C(C)C)(C(C)C)C(C)C (2-aminocarbonylamino-5-(3-triisopropylsilylethynylphenyl)pyrrole-3-carboxamide). Reaction SMILES: [NH2:1][C:2]([NH:4][C:5]1[NH:6][C:7]([C:13]2[CH:18]=[CH:17][CH:16]=[C:15](Br)[CH:14]=2)=[CH:8][C:9]=1[C:10]([NH2:12])=[O:11])=[O:3].C(=O)([O-])O.[Na+].[CH:25]([Si:28]([C:35]#[CH:36])([CH:32]([CH3:34])[CH3:33])[CH:29]([CH3:31])[CH3:30])([CH3:27])[CH3:26]>[Cl-].[Na+].O.[Cu]I.C1C=CC([P]([Pd]([P](C2C=CC=CC=2)(C2C=CC=CC=2)C2C=CC=CC=2)([P](C2C=CC=CC=2)(C2C=CC=CC=2)C2C=CC=CC=2)[P](C2C=CC=CC=2)(C2C=CC=CC=2)C2C=CC=CC=2)(C2C=CC=CC=2)C2C=CC=CC=2)=CC=1.O.O1CCOCC1>[NH2:1][C:2]([NH:4][C:5]1[NH:6][C:7]([C:13]2[CH:18]=[CH:17][CH:16]=[C:15]([C:36]#[C:35][Si:28]([CH:25]([CH3:27])[CH3:26])([CH:32]([CH3:34])[CH3:33])[CH:29]([CH3:31])[CH3:30])[CH:14]=2)=[CH:8][C:9]=1[C:10]([NH2:12])=[O:11])=[O:3] |f:1.2,4.5.6,^1:45,47,66,85|. Reported procedure: 2-Aminocarbonylamino-5-(3-bromophenyl)pyrrole-3-carboxamide (Compound No. 1-31, 200 mg, 0.62 mmol), sodium hydrogencarbonate (133 mg, 1.6 mmol), copper (I) iodide (16 mg, 0.084 mmol), (triisopropylsilyl)acetylene (0.28 mL, 1.2 mmol) and tetrakis(triphenylphosphine)palladium(0) (38 mg, 0.033 mmol) in mixed solvent (12 mL), which consists of water and 1,4-dioxane (1:5), were stirred at 95° C. for 4.5 hours. The brine (5 mL) and water (5 mL) were added to the reaction solution, extracted with ethyl...